From a dataset of the Open Reaction Database (ORD), a public repository of structured organic reaction records. describe an organic reaction: reactants, conditions, products, and yield Starting materials: O (water), C(C=C)N(S(=O)(=O)C1=C(C=CC=C1)[N+](=O)[O-])[C@H](C(=O)N1C[C@H](CC1)O)C1=CC=CC=C1 (N-allyl-N-[2-(3-(S)-hydroxy-pyrrolidin-1-yl)-2-oxo-1-(S)-phenyl-ethyl]-2-nitro-benzenesulfonamide), N1C=NC=C1 (imidazole), N1C=NC=C1 (imidazole), [Si](C)(C)(C(C)(C)C)Cl (tert-butyldimethylsilyl chloride). The solvent is CN(C=O)C (dimethylformamide). Conditions: time 3 hour. Yields the product C(C=C)N(S(=O)(=O)C1=C(C=CC=C1)[N+](=O)[O-])[C@H](C(=O)N1C[C@H](CC1)O[Si](C)(C)C(C)(C)C)C1=CC=CC=C1 (N-Allyl-N-{2-[3-(S)-(tert-butyl-dimethyl-silanyloxy)-pyrrolidin-1-yl]-2-oxo-1-(S)-phenyl-ethyl}-2-nitro-benzenesulfonamide). RXN SMILES: [CH2:1]([N:4]([C@@H:17]([C:26]1[CH:31]=[CH:30][CH:29]=[CH:28][CH:27]=1)[C:18]([N:20]1[CH2:24][CH2:23][C@H:22]([OH:25])[CH2:21]1)=[O:19])[S:5]([C:8]1[CH:13]=[CH:12][CH:11]=[CH:10][C:9]=1[N+:14]([O-:16])=[O:15])(=[O:7])=[O:6])[CH:2]=[CH2:3].N1C=CN=C1.[Si:37](Cl)([C:40]([CH3:43])([CH3:42])[CH3:41])([CH3:39])[CH3:38].O>CN(C)C=O>[CH2:1]([N:4]([C@@H:17]([C:26]1[CH:31]=[CH:30][CH:29]=[CH:28][CH:27]=1)[C:18]([N:20]1[CH2:24][CH2:23][C@H:22]([O:25][Si:37]([C:40]([CH3:43])([CH3:42])[CH3:41])([CH3:39])[CH3:38])[CH2:21]1)=[O:19])[S:5]([C:8]1[CH:13]=[CH:12][CH:11]=[CH:10][C:9]=1[N+:14]([O-:16])=[O:15])(=[O:6])=[O:7])[CH:2]=[CH2:3]. Procedure details: To a stirred solution N-allyl-N-[2-(3-(S)-hydroxy-pyrrolidin-1-yl)-2-oxo-1-(S)-phenyl-ethyl]-2-nitro-benzenesulfonamide (7.13 g, 16.0 mmol) in anhydrous dimethylformamide (16 cm3) was added imidazole (2.18 g, 32.0 mmol). When the imidazole dissolved tert-butyldimethylsilyl chloride was added and stirred at ambient temperature for 3 hours. The solution was poured into water (200 cm3), extracted with ethyl ether (3×50 cm3), washed with water (2×40 cm3), brine (40 cm3), dried over sodium sulfate, v... Starting materials: O (water), CC12C3=CC=CC=C3C(N1)CC4=C2C=C(C=C4)Br (3-bromo-5-methyl-10,11-dihydro-5H-dibenzo[a,d]cyclohepten-5,10-imine), C[O-].[Na+] (sodium methoxide), CN(C)C=O (DMF). Reagents/catalysts: [Cu] (copper). Run in CCOCC (ether). The product is CC12C3=CC=CC=C3C(N1)CC4=C2C=C(C=C4)OC (3-methoxy-5-methyl-10,11-dihydro-5H-dibenzo[a,d]cyclohepten-5,10-imine). Reaction SMILES: [CH3:1][C:2]12[C:13]3[CH:14]=[C:15](Br)[CH:16]=[CH:17][C:12]=3[CH2:11][CH:9]([NH:10]1)[C:8]1[C:3]2=[CH:4][CH:5]=[CH:6][CH:7]=1.C[O-].[Na+].CN([CH:25]=[O:26])C.O>[Cu].CCOCC>[CH3:1][C:2]12[C:13]3[CH:14]=[C:15]([O:26][CH3:25])[CH:16]=[CH:17][C:12]=3[CH2:11][CH:9]([NH:10]1)[C:8]1[C:3]2=[CH:4][CH:5]=[CH:6][CH:7]=1 |f:1.2|. Procedure details: A mixture of 0.00905 mol of 3-bromo-5-methyl-10,11-dihydro-5H-dibenzo[a,d]cyclohepten-5,10-imine, 0.181 mol of sodium methoxide, 5.56 g of electrolytic copper dust, and 87 ml of DMF is stirred and heated on a steam bath for 2.5 hours. After cooling, 150 ml of water and 150 ml of ether is added to the mixture, and, after stirring, the mixture is filtered through a pad of celite. The ether phase is separated, washed with water, dried over magnesium sulfate, filtered, and the ether is removed on a ... Starting materials: [BH4-], CO, [Na+], CC(=O)CSc1ccccc1. The product is CC(O)CSc1ccccc1. Reaction SMILES: [BH4-:1].[CH3:14][OH:15].[Na+:2].[c:3]1([S:9][CH2:10][C:11]([CH3:12])=[O:13])[cH:4][cH:5][cH:6][cH:7][cH:8]1>>[c:3]1([S:9][CH2:10][CH:11]([CH3:12])[OH:13])[cH:4][cH:5][cH:6][cH:7][cH:8]1.